From a dataset of the Open Reaction Database (ORD), a public repository of structured organic reaction records. describe an organic reaction: reactants, conditions, products, and yield Starting materials: FB(F)F, O=C([O-])[O-], Cc1ccc(Cc2cccc3cc(C4(O)OC(COCc5ccccc5)C(OCc5ccccc5)C(OCc5ccccc5)C4OCc4ccccc4)sc23)cc1, CC[SiH](CC)CC, CCOCC, CC#N, [K+], [K+]. The product is Cc1ccc(Cc2cccc3cc(C4OC(COCc5ccccc5)C(OCc5ccccc5)C(OCc5ccccc5)C4OCc4ccccc4)sc23)cc1. As a reaction SMILES: [B:70]([F:71])([F:72])[F:73].[C:74](=[O:75])([O-:76])[O-:77].[CH2:1]([c:2]1[cH:3][cH:4][cH:5][cH:6][cH:7]1)[O:8][CH:9]1[C:10]([OH:11])([c:41]2[cH:42][c:43]3[c:44]([s:45]2)[c:46]([CH2:50][c:51]2[cH:52][cH:53][c:54]([CH3:57])[cH:55][cH:56]2)[cH:47][cH:48][cH:49]3)[O:12][CH:13]([CH2:32][O:33][CH2:34][c:35]2[cH:36][cH:37][cH:38][cH:39][cH:40]2)[CH:14]([O:24][CH2:25][c:26]2[cH:27][cH:28][cH:29][cH:30][cH:31]2)[CH:15]1[O:16][CH2:17][c:18]1[cH:19][cH:20][cH:21][cH:22][cH:23]1.[CH2:58]([SiH:59]([CH2:60][CH3:61])[CH2:62][CH3:63])[CH3:64].[CH2:65]([O:66][CH2:67][CH3:68])[CH3:69].[CH3:80][C:81]#[N:82].[K+:78].[K+:79]>>[CH2:1]([c:2]1[cH:3][cH:4][cH:5][cH:6][cH:7]1)[O:8][CH:9]1[CH:10]([c:41]2[cH:42][c:43]3[c:44]([s:45]2)[c:46]([CH2:50][c:51]2[cH:52][cH:53][c:54]([CH3:57])[cH:55][cH:56]2)[cH:47][cH:48][cH:49]3)[O:12][CH:13]([CH2:32][O:33][CH2:34][c:35]2[cH:36][cH:37][cH:38][cH:39][cH:40]2)[CH:14]([O:24][CH2:25][c:26]2[cH:27][cH:28][cH:29][cH:30][cH:31]2)[CH:15]1[O:16][CH2:17][c:18]1[cH:19][cH:20][cH:21][cH:22][cH:23]1. Starting materials: O=C([O-])[O-], CO, CCN(CC1CCN(C(=O)NC(C)C)CC1)C1CCc2ccc(NC(=O)C(F)(F)F)cc2C1, [K+], [K+], O. Product: CCN(CC1CCN(C(=O)NC(C)C)CC1)C1CCc2ccc(N)cc2C1. As a reaction SMILES: [C:34](=[O:35])([O-:36])[O-:37].[CH3:40][OH:41].[CH:1]([CH3:2])([CH3:3])[NH:4][C:5](=[O:6])[N:7]1[CH2:8][CH2:9][CH:10]([CH2:13][N:14]([CH:15]2[CH2:16][c:17]3[cH:18][c:19]([NH:25][C:26](=[O:27])[C:28]([F:29])([F:30])[F:31])[cH:20][cH:21][c:22]3[CH2:23][CH2:24]2)[CH2:32][CH3:33])[CH2:11][CH2:12]1.[K+:38].[K+:39].[OH2:42]>>[CH:1]([CH3:2])([CH3:3])[NH:4][C:5](=[O:6])[N:7]1[CH2:8][CH2:9][CH:10]([CH2:13][N:14]([CH:15]2[CH2:16][c:17]3[cH:18][c:19]([NH2:25])[cH:20][cH:21][c:22]3[CH2:23][CH2:24]2)[CH2:32][CH3:33])[CH2:11][CH2:12]1.